This data is from the Open Reaction Database (ORD), a public repository of structured organic reaction records. The task is: describe an organic reaction: reactants, conditions, products, and yield Reactants: FC(S(=O)(=O)[O-])(F)F.[Ca+2].FC(S(=O)(=O)[O-])(F)F (Calcium trifluoromethanesulfonate), C1(=CC=CC=C1)S(=O)(=O)N1C2=CC=CC=C2C=2CCNCC12 (9-Benzenesulfonyl-2,3,4,9-tetrahydro-1H-β-carboline), O1C(C1)C1CCC2(OCCO2)CC1 (8-oxiranyl-1,4-dioxaspiro[4.5]decane). Run in O1CCCC1 (tetrahydrofuran). Conditions: time 48 hour. Yields the product C1(=CC=CC=C1)S(=O)(=O)N1C2=CC=CC=C2C=2CCN(CC12)CC(O)C1CCC2(OCCO2)CC1 (2-(9-Benzenesulfonyl-1,3,4,9-tetrahydro-β-carbolin-2-yl)-1-(1,4-dioxaspiro[4.5]dec-8-yl)ethanol). As a reaction SMILES: FC(F)(F)S([O-])(=O)=O.[Ca+2].FC(F)(F)S([O-])(=O)=O.[C:18]1([S:24]([N:27]2[C:39]3[CH2:38][NH:37][CH2:36][CH2:35][C:34]=3[C:33]3[C:28]2=[CH:29][CH:30]=[CH:31][CH:32]=3)(=[O:26])=[O:25])[CH:23]=[CH:22][CH:21]=[CH:20][CH:19]=1.[O:40]1[CH2:42][CH:41]1[CH:43]1[CH2:52][CH2:51][C:46]2([O:50][CH2:49][CH2:48][O:47]2)[CH2:45][CH2:44]1>O1CCCC1>[C:18]1([S:24]([N:27]2[C:39]3[CH2:38][N:37]([CH2:42][CH:41]([CH:43]4[CH2:52][CH2:51][C:46]5([O:50][CH2:49][CH2:48][O:47]5)[CH2:45][CH2:44]4)[OH:40])[CH2:36][CH2:35][C:34]=3[C:33]3[C:28]2=[CH:29][CH:30]=[CH:31][CH:32]=3)(=[O:26])=[O:25])[CH:19]=[CH:20][CH:21]=[CH:22][CH:23]=1 |f:0.1.2|. Procedure: Calcium trifluoromethanesulfonate (1.22 g, 3.60 mmol) was added to a solution of the product from stage 3 (2.51 g, 8.05 mmol) and 8-oxiranyl-1,4-dioxaspiro[4.5]decane (1.34 g, 7.30 mmol) in anhydrous tetrahydrofuran (50 ml) and the mixture was stirred at room temperature for 48 h. The tetrahydrofuran was removed i. vac. The residue was taken up in methylene chloride (40 ml) and the mixture was washed with 25% potassium carbonate solution (2×25 ml). The organic phase was dried with sodium sulfate... Reactants: FC(OC=1C(=C2C=CNC2=C(C1)C)C(C)(O)C1=NC2=C(N1)C=CC(=C2)C#N)F ((+)-2-(1-(5-(difluoromethoxy)-7-methyl-1H-indol-4-yl)-1-hydroxyethyl)-1H-benzo[d]imidazole-5-carbonitrile), C1CC(=O)N(C1=O)Cl (NCS). Solvent: CN(C)C=O (DMF). The product is ClC1=CNC2=C(C=C(C(=C12)C(C)(O)C1=NC2=C(N1)C=CC(=C2)C#N)OC(F)F)C ((−)-2-(1-(3-chloro-5-(difluoromethoxy)-7-methyl-1H-indol-4-yl)-1-hydroxyethyl)-1H-benzo[d]imidazole-5-carbonitrile). Reaction SMILES: [F:1][CH:2]([F:28])[O:3][C:4]1[C:5]([C:14]([C:17]2[NH:21][C:20]3[CH:22]=[CH:23][C:24]([C:26]#[N:27])=[CH:25][C:19]=3[N:18]=2)([OH:16])[CH3:15])=[C:6]2[C:10](=[C:11]([CH3:13])[CH:12]=1)[NH:9][CH:8]=[CH:7]2.C1C(=O)N([Cl:36])C(=O)C1>CN(C=O)C>[Cl:36][C:7]1[C:6]2[C:10](=[C:11]([CH3:13])[CH:12]=[C:4]([O:3][CH:2]([F:1])[F:28])[C:5]=2[C:14]([C:17]2[NH:21][C:20]3[CH:22]=[CH:23][C:24]([C:26]#[N:27])=[CH:25][C:19]=3[N:18]=2)([OH:16])[CH3:15])[NH:9][CH:8]=1. Procedure details: To a solution of (+)-2-(1-(5-(difluoromethoxy)-7-methyl-1H-indol-4-yl)-1-hydroxyethyl)-1H-benzo[d]imidazole-5-carbonitrile (32 mg, 0.083 mmol) in DMF (0.83 mL) was added NCS (17 mg, 0.12 mmol) at 0° C., and the reaction was warmed to room temperature. After 2 hours the reaction was quenched with sat. aq. Na2S2O3 and extracted with EtOAc. The organic extract was dried over MgSO4, filtered and concentrated. The resulting residue was purified by flash chromatography (0-100% EtOAc in heptanes) to pr... The reactants are COC1=CC=C(C=C1)C1NCCC2=C1SC=C2 (7-(4-methoxyphenyl)-4,5,6,7-tetrahydrothieno[2,3-c]pyridine), COC1=CC=C(C(=O)O)C=C1 (4-methoxybenzoic acid), CCN=C=NCCCN(C)C (EDAC), C=1C=CC2=C(C1)N=NN2O (HOBt). Run in C1(=CC=CC=C1)C (toluene), CN(C)C=O (DMF). Reaction conditions: time 8 hour. Yields the product COC1=CC=C(C=C1)C1N(CCC2=C1SC=C2)C(=O)C2=CC=C(C=C2)OC ([7-(4Methoxyphenyl)-4,5,6,7-tetrahydrothieno[2,3-c]pyridin-6-yi]-(4-methoxy-phenyl)-methanone). RXN SMILES: [CH3:1][O:2][C:3]1[CH:8]=[CH:7][C:6]([CH:9]2[C:14]3[S:15][CH:16]=[CH:17][C:13]=3[CH2:12][CH2:11][NH:10]2)=[CH:5][CH:4]=1.[CH3:18][O:19][C:20]1[CH:28]=[CH:27][C:23]([C:24](O)=[O:25])=[CH:22][CH:21]=1.CCN=C=NCCCN(C)C.C1C=CC2N(O)N=NC=2C=1>C1(C)C=CC=CC=1.CN(C=O)C>[CH3:1][O:2][C:3]1[CH:4]=[CH:5][C:6]([CH:9]2[C:14]3[S:15][CH:16]=[CH:17][C:13]=3[CH2:12][CH2:11][N:10]2[C:24]([C:23]2[CH:27]=[CH:28][C:20]([O:19][CH3:18])=[CH:21][CH:22]=2)=[O:25])=[CH:7][CH:8]=1. Procedure: 7-(4-methoxyphenyl)-4,5,6,7-tetrahydrothieno[2,3-c]pyridine (80 mg) in toluene (10 ml), 4-methoxybenzoic acid (55 mg), EDAC (94 mg) and HOBt (44 mg) were mixed in DMF (3 ml). The mixture was stirred overnight, evaporated to dryness and dissolved in ethyl acetate (10 ml). Reactants: C(CC#CC)O (3-pentyn-1-ol), C1(\C=C/C(=O)O1)=O (maleic anhydride). Yields the product C(\C=C/C(=O)OCCC#CC)(=O)OCCC#CC (Di(3-pentynyl) maleate). As a reaction SMILES: [CH2:1]([OH:6])[CH2:2][C:3]#[C:4][CH3:5].[C:7]1(=[O:13])[O:12][C:10](=[O:11])[CH:9]=[CH:8]1>C1(C)C=CC=CC=1.CS(O)(=O)=O>[C:10]([O:12][CH2:5][CH2:4][C:3]#[C:2][CH3:1])(=[O:11])/[CH:9]=[CH:8]\[C:7]([O:6][CH2:1][CH2:2][C:3]#[C:4][CH3:5])=[O:13]. Reagents/catalysts: CS(=O)(=O)O (methanesulfonic acid). Procedure details: 15 g of 3-pentyn-1-ol was reacted with 8.35 g of maleic anhydride in 25 ml of toluene and in the presence of one drop of methanesulfonic acid. 11.5 g of DPTNM was isolated from the reaction mixture (bp=134-140° C./full vacuum GC purity=98.8 %). 1H NMR data: 1.77 (t, J=3 Hz, CH3), 2.52 (m, CH2CC), 4.22 (t, J=7 Hz, CH2 -O), 6.22 (s, maleate olefin CHs). Run in C1(=CC=CC=C1)C (toluene).